Dataset: the Open Reaction Database (ORD), a public repository of structured organic reaction records. Task: describe an organic reaction: reactants, conditions, products, and yield The reactants are OCCCCC1CCC(=O)OCC1 (4-(4-hydroxybutyl)-epsilon-caprolactone), N1C=NC=C1 (imidazole), O (water), [Si](C)(C)(C(C)(C)C)Cl (t-butyldimethylsilyl chloride). Solvent: CN(C=O)C (dimethylformamide). Run at time 16 hour. The product is [Si](C)(C)(C(C)(C)C)OCCCCC1CCC(=O)OCC1 (4-(4-t-butyldimethylsilyloxybutyl)-epsilon-caprolactone). Reaction SMILES: [OH:1][CH2:2][CH2:3][CH2:4][CH2:5][CH:6]1[CH2:13][CH2:12][O:11][C:9](=[O:10])[CH2:8][CH2:7]1.N1C=CN=C1.[Si:19](Cl)([C:22]([CH3:25])([CH3:24])[CH3:23])([CH3:21])[CH3:20].O>CN(C)C=O>[Si:19]([O:1][CH2:2][CH2:3][CH2:4][CH2:5][CH:6]1[CH2:13][CH2:12][O:11][C:9](=[O:10])[CH2:8][CH2:7]1)([C:22]([CH3:25])([CH3:24])[CH3:23])([CH3:21])[CH3:20]. Reported procedure: To a solution of 8.77 g (47 mmol) of 4-(4-hydroxybutyl)-epsilon-caprolactone (example 28) in 52 ml dry dimethylformamide is added 6.16 g (90 mmol) of imidazole followed by 11.1 g (71 mmol) of t-butyldimethylsilyl chloride (97% pure) and then the mixture is stirred for 16 h. The reaction mixture is poured into water and extracted twice with ether. The combined organic extracts are washed twice with water, brine, dried, filtered and concentrated to give an oil which is purified by flash chromatogr... Starting materials: CCCCCC(O)C=CC1CCC(CCCCCCCC(=O)OC)O1, CO. The product is CCCCCC(O)CCC1CCC(CCCCCCCC(=O)OC)O1. Reaction SMILES: [CH3:1][O:2][C:3]([CH2:4][CH2:5][CH2:6][CH2:7][CH2:8][CH2:9][CH2:10][CH:11]1[O:12][CH:13]([CH:16]=[CH:17][CH:18]([CH2:19][CH2:20][CH2:21][CH2:22][CH3:23])[OH:24])[CH2:14][CH2:15]1)=[O:25].[CH3:26][OH:27]>>[CH3:1][O:2][C:3]([CH2:4][CH2:5][CH2:6][CH2:7][CH2:8][CH2:9][CH2:10][CH:11]1[O:12][CH:13]([CH2:16][CH2:17][CH:18]([CH2:19][CH2:20][CH2:21][CH2:22][CH3:23])[OH:24])[CH2:14][CH2:15]1)=[O:25]. The reactants are NC1(CCN(CC1)C(=O)OC(C)(C)C)C (tert-butyl 4-amino-4-methylpiperidine-1-carboxylate), C(=O)C1=CN(C=2N=CC=C(C21)C(=O)OC)C(=O)OC(C)(C)C (1-tert-Butyl 4-methyl 3-formyl-1H-pyrrolo[2,3-b]pyridine-1,4-dicarboxylate), C(C)(=O)O[BH-](OC(C)=O)OC(C)=O.[Na+] (sodium triacetoxyborohydride). The solvent is C(Cl)Cl (DCM). Run at time 2 hour. Product: C(C)(C)(C)OC(=O)N1CCC(CC1)(C)NCC1=CN(C=2N=CC=C(C21)C(=O)OC)C(=O)OC(C)(C)C (1-tert-butyl 4-methyl 3-((1-(tert-butoxycarbonyl)-4-methylpiperidin-4-ylamino)methyl)-1H-pyrrolo[2,3-b]pyridine-1,4-dicarboxylate). Yield: 76.9%. RXN SMILES: [CH:1]([C:3]1[C:11]2[C:10]([C:12]([O:14][CH3:15])=[O:13])=[CH:9][CH:8]=[N:7][C:6]=2[N:5]([C:16]([O:18][C:19]([CH3:22])([CH3:21])[CH3:20])=[O:17])[CH:4]=1)=O.[NH2:23][C:24]1([CH3:37])[CH2:29][CH2:28][N:27]([C:30]([O:32][C:33]([CH3:36])([CH3:35])[CH3:34])=[O:31])[CH2:26][CH2:25]1.C(O[BH-](OC(=O)C)OC(=O)C)(=O)C.[Na+]>C(Cl)Cl>[C:33]([O:32][C:30]([N:27]1[CH2:26][CH2:25][C:24]([NH:23][CH2:1][C:3]2[C:11]3[C:10]([C:12]([O:14][CH3:15])=[O:13])=[CH:9][CH:8]=[N:7][C:6]=3[N:5]([C:16]([O:18][C:19]([CH3:22])([CH3:21])[CH3:20])=[O:17])[CH:4]=2)([CH3:37])[CH2:29][CH2:28]1)=[O:31])([CH3:36])([CH3:35])[CH3:34] |f:2.3|. Reported procedure: 1-tert-Butyl 4-methyl 3-formyl-1H-pyrrolo[2,3-b]pyridine-1,4-dicarboxylate (71 mg, 0.233 mmol) was dissolved in DCM (5 mL) and tert-butyl 4-amino-4-methylpiperidine-1-carboxylate (50 mg, 0.233 mmol) was added to the solution and allowed to stir for 2 h at room temperature. Then sodium triacetoxyborohydride (148 mg, 0.700 mmol) was added and the mixture was allowed to stir for 2 h at room temperature. The solution was quenched with water and extracted with DCM. The organics were dried over MgSO4 ... Starting materials: CSCCOc1ccc(C=C(C)c2ccc3c(c2)C(C)(C)CCC3(C)C)cc1, ClC(Cl)Cl, O=C(OO)c1cccc(Cl)c1. Product: CC(=Cc1ccc(OCCS(C)=O)cc1)c1ccc2c(c1)C(C)(C)CCC2(C)C. Reaction SMILES: [CH3:1][C:2]1([CH3:28])[c:3]2[cH:4][cH:5][c:6]([C:14](=[CH:15][c:16]3[cH:17][cH:18][c:19]([O:20][CH2:21][CH2:22][S:23][CH3:24])[cH:25][cH:26]3)[CH3:27])[cH:7][c:8]2[C:9]([CH3:12])([CH3:13])[CH2:10][CH2:11]1.[CH:40]([Cl:41])([Cl:42])[Cl:43].[Cl:29][c:30]1[cH:31][cH:32][cH:33][c:34]([C:35]([O:36][OH:38])=[O:37])[cH:39]1>>[CH3:1][C:2]1([CH3:28])[c:3]2[cH:4][cH:5][c:6]([C:14](=[CH:15][c:16]3[cH:17][cH:18][c:19]([O:20][CH2:21][CH2:22][S:23]([CH3:24])=[O:37])[cH:25][cH:26]3)[CH3:27])[cH:7][c:8]2[C:9]([CH3:12])([CH3:13])[CH2:10][CH2:11]1. Starting materials: C(C)(C)(C)OC(NC1=C(C=C(C=C1)I)[N+](=O)[O-])=O ((4-Iodo-2-nitro-phenyl)-carbamic acid tert.-butyl ester), B1(OC(C(O1)(C)C)(C)C)B2OC(C(O2)(C)C)(C)C (bis(pinacolato)diboron), IC1=C(C=CC=C1)OC (2-iodoanisole). Product: C(C)(C)(C)OC(NC1=C(C=C(C=C1)C1=C(C=CC=C1)OC)[N+](=O)[O-])=O ((2′-Methoxy-3-nitro-biphenyl-4-yl)-carbamic acid tert.-butyl ester). RXN SMILES: [C:1]([O:5][C:6](=[O:18])[NH:7][C:8]1[CH:13]=[CH:12][C:11](I)=[CH:10][C:9]=1[N+:15]([O-:17])=[O:16])([CH3:4])([CH3:3])[CH3:2].B1(B2OC(C)(C)C(C)(C)O2)OC(C)(C)C(C)(C)O1.I[C:38]1[CH:43]=[CH:42][CH:41]=[CH:40][C:39]=1[O:44][CH3:45]>>[C:1]([O:5][C:6](=[O:18])[NH:7][C:8]1[CH:13]=[CH:12][C:11]([C:38]2[CH:43]=[CH:42][CH:41]=[CH:40][C:39]=2[O:44][CH3:45])=[CH:10][C:9]=1[N+:15]([O-:17])=[O:16])([CH3:4])([CH3:3])[CH3:2]. Procedure: Prepared from (4-iodo-2-nitro-phenyl)-carbamic acid tert.-butyl ester (Example A1), bis(pinacolato)diboron and 2-iodoanisole according to the general procedure C. Obtained as a yellow solid (735 mg). The reactants are C(C)(C)(C)OC(C(=O)OC)C1=C(C2=C(C(N1C)=O)NC=C2)C2=CC=C(C=C2)Cl (methyl 2-(tert-butoxy)-2-(4-(4-chlorophenyl)-6-methyl-7-oxo-6,7-dihydro-1H-pyrrolo[2,3-c]pyridin-5-yl)acetate), FC=1C=C(CBr)C=CC1F (3,4-difluorobenzyl bromide). Yields the product C(C)(C)(C)O[C@H](C(=O)O)C1=C(C2=C(C(N1C)=O)N(C=C2)CC2=CC(=C(C=C2)F)F)C2=CC=C(C=C2)Cl ((S)-2-(tert-butoxy)-2-(4-(4-chlorophenyl)-1-(3,4-difluorobenzyl)-6-methyl-7-oxo-6,7-dihydro-1H-pyrrolo[2,3-c]pyridin-5-yl)acetic acid). RXN SMILES: [C:1]([O:5][CH:6]([C:11]1[N:16]([CH3:17])[C:15](=[O:18])[C:14]2[NH:19][CH:20]=[CH:21][C:13]=2[C:12]=1[C:22]1[CH:27]=[CH:26][C:25]([Cl:28])=[CH:24][CH:23]=1)[C:7]([O:9]C)=[O:8])([CH3:4])([CH3:3])[CH3:2].[F:29][C:30]1[CH:31]=[C:32]([CH:35]=[CH:36][C:37]=1[F:38])[CH2:33]Br>>[C:1]([O:5][C@@H:6]([C:11]1[N:16]([CH3:17])[C:15](=[O:18])[C:14]2[N:19]([CH2:33][C:32]3[CH:35]=[CH:36][C:37]([F:38])=[C:30]([F:29])[CH:31]=3)[CH:20]=[CH:21][C:13]=2[C:12]=1[C:22]1[CH:27]=[CH:26][C:25]([Cl:28])=[CH:24][CH:23]=1)[C:7]([OH:9])=[O:8])([CH3:2])([CH3:3])[CH3:4]. Procedure details: The title compound was prepared in a manner similar to that described in Example 2 from methyl 2-(tert-butoxy)-2-(4-(4-chlorophenyl)-6-methyl-7-oxo-6,7-dihydro-1H-pyrrolo[2,3-c]pyridin-5-yl)acetate and 3,4-difluorobenzyl bromide. The crude racemic mixture was purified by chiral chromatography to give (S)-2-(tert-butoxy)-2-(4-(4-chlorophenyl)-1-(3,4-difluorobenzyl)-6-methyl-7-oxo-6,7-dihydro-1H-pyrrolo[2,3-c]pyridin-5-yl)acetic acid. 1H NMR (400 MHz, CHLOROFORM-d) ppm 7.68-7.59 (m, 1H), 7.52-7.45... The reactants are C1CCOC1, CC(C)O, COC(=O)c1ccc(O)c(Cl)c1, CC(C)OC(=O)N=NC(=O)OC(C)C, c1ccc(P(c2ccccc2)c2ccccc2)cc1. The product is COC(=O)c1ccc(OC(C)C)c(Cl)c1. As a reaction SMILES: [CH2:50]1[O:51][CH2:52][CH2:53][CH2:54]1.[CH3:13][CH:14]([CH3:15])[OH:16].[Cl:1][c:2]1[cH:3][c:4]([C:5](=[O:6])[O:7][CH3:8])[cH:9][cH:10][c:11]1[OH:12].[O:36]=[C:37]([O:38][CH:39]([CH3:40])[CH3:41])[N:42]=[N:43][C:44]([O:45][CH:46]([CH3:47])[CH3:48])=[O:49].[c:17]1([P:18]([c:19]2[cH:20][cH:21][cH:22][cH:23][cH:24]2)[c:25]2[cH:26][cH:27][cH:28][cH:29][cH:30]2)[cH:31][cH:32][cH:33][cH:34][cH:35]1>>[Cl:1][c:2]1[cH:3][c:4]([C:5](=[O:6])[O:7][CH3:8])[cH:9][cH:10][c:11]1[O:12][CH:14]([CH3:13])[CH3:15]. The reactants are CCC(N)(O)C(=O)OC(C)(C)C, COc1ccc2cc(C(C)C(=O)O)ccc2c1, CN(C)c1ccncc1, ClCCl, Cl, N=C=N. Product: CCC(N)(O)C(=O)OC(C)(C)C, COc1ccc2cc(C(C)C(=O)O)ccc2c1. RXN SMILES: [C:1]([CH3:2])([CH3:3])([CH3:4])[O:5][C:6](=[O:7])[C:8]([CH2:9][CH3:10])([OH:11])[NH2:12].[CH3:13][O:14][c:15]1[cH:16][cH:17][c:18]2[cH:19][c:20]([CH:25]([CH3:26])[C:27]([OH:28])=[O:29])[cH:21][cH:22][c:23]2[cH:24]1.[CH3:37][N:38]([c:39]1[cH:40][cH:41][n:42][cH:43][cH:44]1)[CH3:45].[Cl:34][CH2:35][Cl:36].[ClH:30].[NH:31]=[C:32]=[NH:33]>>[C:1]([CH3:2])([CH3:3])([CH3:4])[O:5][C:6](=[O:7])[C:8]([CH2:9][CH3:10])([OH:11])[NH2:12].[CH3:13][O:14][c:15]1[cH:16][cH:17][c:18]2[cH:19][c:20]([CH:25]([CH3:26])[C:27](=[O:28])[OH:29])[cH:21][cH:22][c:23]2[cH:24]1. Reactants: [H-].[Na+] (Sodium hydride), CC(C)(C)OC(=O)N1C2CCC(C1C(=O)NC1=CC(=CC=C1)C(F)(F)F)C2 (3-[[[3-(Trifluoromethyl)phenyl]amino]carbonyl]-2-azabicyclo[2.2.1]heptane-2-carboxylic acid 1,1-dimethylethyl ester), C1(=CC=CC=C1)P(=O)(ON)C1=CC=CC=C1 (O-Diphenylphosphinylhydroxylamine). Run in O1CCCC1 (tetrahydrofuran). Run at time 15 minute. Yields the product CC(C)(C)OC(=O)N1C2CCC(C1C(=O)N(N)C1=CC(=CC=C1)C(F)(F)F)C2 (3-[[1-[3-(Trifluoromethyl)phenyl]hydrazino]carbonyl]-2-azabicyclo[2.2.1]heptane-2-carboxylic acid 1,1-dimethylethyl ester). RXN SMILES: [CH3:1][C:2]([O:5][C:6]([N:8]1[CH:13]([C:14]([NH:16][C:17]2[CH:22]=[CH:21][CH:20]=[C:19]([C:23]([F:26])([F:25])[F:24])[CH:18]=2)=[O:15])[CH:12]2[CH2:27][CH:9]1[CH2:10][CH2:11]2)=[O:7])([CH3:4])[CH3:3].[H-].[Na+].C1(P(C2C=CC=CC=2)(O[NH2:39])=O)C=CC=CC=1>O1CCCC1>[CH3:4][C:2]([O:5][C:6]([N:8]1[CH:13]([C:14]([N:16]([C:17]2[CH:22]=[CH:21][CH:20]=[C:19]([C:23]([F:25])([F:26])[F:24])[CH:18]=2)[NH2:39])=[O:15])[CH:12]2[CH2:27][CH:9]1[CH2:10][CH2:11]2)=[O:7])([CH3:1])[CH3:3] |f:1.2|. Procedure: Compound 18A (308 mg, 0.8 mmol, 1 eq) was dissolved in 15 mL of tetrahydrofuran. Sodium hydride (60% in oil, 38 mg, 0.96 mmol, 1.2 eq) was added, and the mixture was stirred at rt for 15 min. O-Diphenylphosphinylhydroxylamine (224 mg, 0.96 mmol, 1.2 eq) was then added, and the reaction was stirred at rt for 1 h. LC analysis indicated that the starting material had been consumed. Water was added, and the reaction was extracted with CH2Cl2. The combined organic extracts were dried and concentrated... Reactants: ClC1=C(C=C(C=C1)C1=CC=NC=C1)[N+](=O)[O-] (4-(4-chloro-3-nitrophenyl)pyridine), C(C)(=O)[O-].[Na+] (sodium acetate), [H][H] (hydrogen). Reagents/catalysts: [Pd] (palladium-on-carbon). Run in C(C)(=O)O (acetic acid). Product: NC=1C=C(C=CC1)C1=CC=NC=C1 (4-(3-aminophenyl)pyridine). Isolated yield 83.0%. RXN SMILES: Cl[C:2]1[CH:7]=[CH:6][C:5]([C:8]2[CH:13]=[CH:12][N:11]=[CH:10][CH:9]=2)=[CH:4][C:3]=1[N+:14]([O-])=O.C([O-])(=O)C.[Na+].[H][H]>[Pd].C(O)(=O)C>[NH2:14][C:3]1[CH:4]=[C:5]([C:8]2[CH:13]=[CH:12][N:11]=[CH:10][CH:9]=2)[CH:6]=[CH:7][CH:2]=1 |f:1.2|. Reported procedure: A Paar shaker bottle was charged with 0.2 g (0.85 mmol) of 4-(4-chloro-3-nitrophenyl)pyridine, 0.07 g (0.85 mmol) of sodium acetate, 0.02 g of 5% palladium-on-carbon, and 3 ml of glacial acetic acid. It was then charged with hydrogen to 40 psi, and the shaker was turned on. The reaction mixture was heated to 60°-70° C. and maintained at that temperature for two hours, after which the reaction was stopped and the catalyst removed by filtration. To the filtrate was added water and then 50% aqueous...